This data is from the Open Reaction Database (ORD), a public repository of structured organic reaction records. The task is: describe an organic reaction: reactants, conditions, products, and yield Starting materials: COC=1N=NC(=CC1)S(=O)(=O)C=1OC2=C(C1O)C=CC=C2 (3-methoxy-6-(3-hydroxy-benzofuran-2-sulfonyl)-pyridazine), Cl (HCl). The solvent is O1CCOCC1 (dioxane). Run at temperature 100 celsius. The product is OC1=C(OC2=C1C=CC=C2)S(=O)(=O)C=2C=CC(NN2)=O (6-(3-Hydroxy-benzofuran-2-sulfonyl)-2H-pyridazin-3-one). As a reaction SMILES: C[O:2][C:3]1[N:4]=[N:5][C:6]([S:9]([C:12]2[O:13][C:14]3[CH:21]=[CH:20][CH:19]=[CH:18][C:15]=3[C:16]=2[OH:17])(=[O:11])=[O:10])=[CH:7][CH:8]=1.Cl>O1CCOCC1>[OH:17][C:16]1[C:15]2[CH:18]=[CH:19][CH:20]=[CH:21][C:14]=2[O:13][C:12]=1[S:9]([C:6]1[CH:7]=[CH:8][C:3](=[O:2])[NH:4][N:5]=1)(=[O:11])=[O:10]. Reported procedure: A mixture of 3-methoxy-6-(3-hydroxy-benzofuran-2-sulfonyl)-pyridazine (2.7 mmol, 820 mg), conc. HCl (2 mL), and dioxane (10 mL) was heated at 100° C. for 2 hours. The reaction mixture was cooled and evaporated to dryness. The dried residue was extracted with EtOAc (2×20 mL). The extract was dried, filtered, and the filtrate was evaporated to a residue, which was purified by silica gel chromatography (eluent:EtOAc:n-hexanes::3:1), triturated with water (10 mL), and filtered to obtain the desired ... Reactants: O (water), OC(C(=O)O)=CC1=CC=C(C=C1)[N+](=O)[O-] (2-Hydroxy-3-(4-nitrophenyl)acrylic acid), CN(C)C=O (DMF), C(=O)([O-])[O-].[Cs+].[Cs+] (Cs2CO3), S(=O)(=O)(OCC)OCC (diethyl sulphate). Solvent: C(C)(=O)OCC (ethyl acetate). The product is C(C)OC(C(=O)OCC)=CC1=CC=C(C=C1)[N+](=O)[O-] (ethyl 2-ethoxy-3-(4-nitrophenyl)-acrylate). Reaction SMILES: [OH:1][C:2](=[CH:6][C:7]1[CH:12]=[CH:11][C:10]([N+:13]([O-:15])=[O:14])=[CH:9][CH:8]=1)[C:3]([OH:5])=O.[C:16]([O-])([O-])=O.[Cs+].[Cs+].S(OCC)(O[CH2:26][CH3:27])(=O)=O.O.CN([CH:35]=[O:36])C>C(OCC)(=O)C>[CH2:26]([O:1][C:2](=[CH:6][C:7]1[CH:12]=[CH:11][C:10]([N+:13]([O-:15])=[O:14])=[CH:9][CH:8]=1)[C:3]([O:36][CH2:35][CH3:16])=[O:5])[CH3:27] |f:1.2.3|. Reported procedure: 2-Hydroxy-3-(4-nitrophenyl)acrylic acid (20 g, 95.6 mmol) was suspended in DMF (200 ml). Cs2CO3 (74.9 g, 229.9 mmol) and diethyl sulphate (26.3 ml, 201 mmol) were added and dissolution was observed. After stirring for 18 hr at 18° C. water (350 ml) and ethyl acetate (250 ml) were added and the layers separated. The aqueous layer was further extracted with ethyl acetate (5×200 ml) then the combined organics were washed with water (2×200 ml), brine (2×200 ml) and dried over magnesium sulfate. The ... Reactants: CCO, CCOC(=O)c1cnc2ccc(OC)cc2c1Cl, ClCCl, N#N. The product is CCOC(=O)c1cnc2ccc(OC)cc2c1. As a reaction SMILES: [CH3:21][CH2:22][OH:23].[Cl:1][c:2]1[c:3]([C:14](=[O:15])[O:16][CH2:17][CH3:18])[cH:4][n:5][c:6]2[cH:7][cH:8][c:9]([O:12][CH3:13])[cH:10][c:11]12.[Cl:24][CH2:25][Cl:26].[N:19]#[N:20]>>[cH:2]1[c:3]([C:14](=[O:15])[O:16][CH2:17][CH3:18])[cH:4][n:5][c:6]2[cH:7][cH:8][c:9]([O:12][CH3:13])[cH:10][c:11]12. Starting materials: OC1(CCC(CC1)=O)C1=CC(=NS1)C (4-hydroxy-4-(3-methyl-isothiazol-5-yl)-cyclohexanone), N1CC(C1)NC(=O)CNC(C1=CC(=CC=C1)C(F)(F)F)=O (N-(azetidin-3-ylcarbamoylmethyl)-3-trifluoromethyl-benzamide). Yields the product OC1(CCC(CC1)N1CC(C1)NC(=O)CNC(C1=CC(=CC=C1)C(F)(F)F)=O)C1=CC(=NS1)C (N-({1-[4-Hydroxy-4-(3-methyl-isothiazol-5-yl)-cyclohexyl]-azetidin-3-ylcarbamoyl}-methyl)-3-trifluoromethyl-benzamide). Reaction SMILES: [OH:1][C:2]1([C:9]2[S:13][N:12]=[C:11]([CH3:14])[CH:10]=2)[CH2:7][CH2:6][C:5](=O)[CH2:4][CH2:3]1.[NH:15]1[CH2:18][CH:17]([NH:19][C:20]([CH2:22][NH:23][C:24](=[O:35])[C:25]2[CH:30]=[CH:29][CH:28]=[C:27]([C:31]([F:34])([F:33])[F:32])[CH:26]=2)=[O:21])[CH2:16]1>>[OH:1][C:2]1([C:9]2[S:13][N:12]=[C:11]([CH3:14])[CH:10]=2)[CH2:7][CH2:6][CH:5]([N:15]2[CH2:18][CH:17]([NH:19][C:20]([CH2:22][NH:23][C:24](=[O:35])[C:25]3[CH:30]=[CH:29][CH:28]=[C:27]([C:31]([F:34])([F:32])[F:33])[CH:26]=3)=[O:21])[CH2:16]2)[CH2:4][CH2:3]1. Reported procedure: The title compounds were prepared as white solids from reductive amination of 4-hydroxy-4-(3-methyl-isothiazol-5-yl)-cyclohexanone, as prepared in the previous step, and N-(azetidin-3-ylcarbamoylmethyl)-3-trifluoromethyl-benzamide using the procedure described in Step E of Example 1. Starting materials: COC=1C(=C(C=C[N+](=O)[O-])C=CC1)[N+](=O)[O-] (3-Methoxy-2,β-dinitrostyrene), COC=1C(=C(C=C[N+](=O)[O-])C=CC1)[N+](=O)[O-] (3-Methoxy-2,β-dinitrostyrene). Reagents/catalysts: [Pd] (palladium on activated carbon). The solvent is C(C)(=O)O (acetic acid), C(C)(=O)OCC (ethyl acetate). Conditions: time 8 hour. Yields the product COC=1C=CC=C2C=CNC12 (7-Methoxyindole), green oil. Reaction SMILES: [CH3:1][O:2][C:3]1[C:4]([N+:14]([O-])=O)=[C:5]([CH:11]=[CH:12][CH:13]=1)[CH:6]=[CH:7][N+]([O-])=O>C(OCC)(=O)C.C(O)(=O)C.[Pd]>[CH3:1][O:2][C:3]1[CH:13]=[CH:12][CH:11]=[C:5]2[C:4]=1[NH:14][CH:7]=[CH:6]2. Reported procedure: Compound 3 was synthesized according to the procedure of A. Kalir et al. [supra]. To a 250-mL Parr hydrogenation bottle, 4.893 g of 2 (21.84 mmol) was added. Compound 2 was dissolved in 90 mL of hot ethyl acetate and 9.0 mL of acetic acid. To this solution 0.260 g of 10% palladium on activated carbon (Aldrich) was added. This mixture was hydrogenated overnight at 4 atm. When the pressure stabilized, the reaction mixture was filtered and the solvent removed by rotary evaporation. The residue was ... The reactants are ClCCl, O=C1Nc2ccc(S(=O)(=O)Cl)cc2C1(Cl)Cl, Cl, NCc1ccccc1. Yields the product O=C1Nc2ccc(S(=O)(=O)NCc3ccccc3)cc2C1(Cl)Cl. Reaction SMILES: [CH2:26]([Cl:27])[Cl:28].[Cl:1][S:2](=[O:3])(=[O:4])[c:5]1[cH:6][c:7]2[c:11]([cH:12][cH:13]1)[NH:10][C:9](=[O:14])[C:8]2([Cl:15])[Cl:16].[ClH:25].[NH2:17][CH2:18][c:19]1[cH:20][cH:21][cH:22][cH:23][cH:24]1>>[S:2](=[O:3])(=[O:4])([c:5]1[cH:6][c:7]2[c:11]([cH:12][cH:13]1)[NH:10][C:9](=[O:14])[C:8]2([Cl:15])[Cl:16])[NH:17][CH2:18][c:19]1[cH:20][cH:21][cH:22][cH:23][cH:24]1. Reactants: FC1=C(C=CC=C1F)[C@@](COS(=O)(=O)C)([C@@H](C)OS(=O)(=O)C)O ((2R,3R)-2-(2,3-difluorophenyl)-1,3-bis(methanesulfonyloxy)-2-butanol), [Cl-].[NH4+] (ammonium chloride), N1N=CN=C1 (1H-1,2,4-triazole), [H-].[Na+] (sodium hydride), [H][H] (hydrogen). The solvent is CN(C=O)C (N,N-dimethylformamide), CN(C=O)C (N,N-dimethylformamide). The product is FC1=C(C=CC=C1F)[C@@]1(O[C@H]1C)CN1N=CN=C1 ((2R,3S)-2-(2,3-Difluorophenyl)-3-methyl-2-[(1H-1,2,4-triazol-1-yl)methyl]oxirane). The yield is 59.7%. Reaction SMILES: [NH:1]1[CH:5]=[N:4][CH:3]=[N:2]1.[H-].[Na+].[H][H].[F:10][C:11]1[C:16]([F:17])=[CH:15][CH:14]=[CH:13][C:12]=1[C@:18]([OH:32])([C@H:25](OS(C)(=O)=O)[CH3:26])[CH2:19]OS(C)(=O)=O.[Cl-].[NH4+]>CN(C)C=O>[F:10][C:11]1[C:16]([F:17])=[CH:15][CH:14]=[CH:13][C:12]=1[C@@:18]1([CH2:19][N:1]2[CH:5]=[N:4][CH:3]=[N:2]2)[C@H:25]([CH3:26])[O:32]1 |f:1.2,5.6|. Reported procedure: 3.32 g (48.1 mmol) of 1H-1,2,4-triazole were added to a suspension of 1.84 g (41.1 mmol) of a 55% dispersion of sodium hydride in oil in 30 ml of N,N-dimethylformamide at 0° C. with stirring. After the evolution of hydrogen gas had ceased, a solution of 4.50 g (12 mmol) of (2R,3R)-2-(2,3-difluorophenyl)-1,3-bis(methanesulfonyloxy)-2-butanol [prepared as described in Step 7(iii) above] in 13 ml of N,N-dimethylformamide was added to the above reaction mixture. This resulting mixture was stirred at... Starting materials: C(C)(C)(C)OC(=O)NC1(CC1)C1=CC=C(C=C1)C1=NC2=C(N1C)C=CC(=C2)C(=O)NCCC(=O)OC (2-[4-(1-tert.butyloxycarbonylamino-cyclopropyl)-phenyl]-5-[(2-methoxycarbonyl-ethyl)-aminocarbonyl]-1-methyl-benzimidazole), FC(C(=O)O)(F)F (trifluoroacetic acid). RXN SMILES: C(OC([NH:8][C:9]1([C:12]2[CH:17]=[CH:16][C:15]([C:18]3[N:22]([CH3:23])[C:21]4[CH:24]=[CH:25][C:26]([C:28]([NH:30][CH2:31][CH2:32][C:33]([O:35][CH3:36])=[O:34])=[O:29])=[CH:27][C:20]=4[N:19]=3)=[CH:14][CH:13]=2)[CH2:11][CH2:10]1)=O)(C)(C)C.FC(F)(F)C(O)=O>C(Cl)Cl>[NH2:8][C:9]1([C:12]2[CH:17]=[CH:16][C:15]([C:18]3[N:22]([CH3:23])[C:21]4[CH:24]=[CH:25][C:26]([C:28]([NH:30][CH2:31][CH2:32][C:33]([O:35][CH3:36])=[O:34])=[O:29])=[CH:27][C:20]=4[N:19]=3)=[CH:14][CH:13]=2)[CH2:10][CH2:11]1. Procedure: Prepared from 2-[4-(1-tert.butyloxycarbonylamino-cyclopropyl)-phenyl]-5-[(2-methoxycarbonyl-ethyl)-aminocarbonyl]-1-methyl-benzimidazole by treating with trifluoroacetic acid in methylene chloride at ambient temperature. The solvent is C(Cl)Cl (methylene chloride). Product: NC1(CC1)C1=CC=C(C=C1)C1=NC2=C(N1C)C=CC(=C2)C(=O)NCCC(=O)OC (2-[4-(1-Amino-cyclopropyl)-phenyl]-5-[(2-methoxycarbonyl-ethyl)-aminocarbonyl]-1-methyl-benzimidazole). Reactants: BrC=1C=C2CN(CC2=CC1)C(C(C1=CC=C(C=C1)Cl)C(CCC)C1=CC=C(C(=O)NCCC(=O)OCC)C=C1)=O (Ethyl N-(4-{1-[2-(5-bromo-1,3-dihydro-2H-isoindol-2-yl)-1-(4-chlorophenyl)-2-oxoethyl]butyl}benzoyl)-β-alaninate), COC1=NC=CC=C1B(O)O (2-methoxypyridine-3-boronic acid), C(=O)([O-])[O-].[Na+].[Na+] (Na2CO3), [Br-] (bromide). Reagents/catalysts: C1=CC=C(C=C1)P(C2=CC=CC=C2)C3=CC=CC=C3.C1=CC=C(C=C1)P(C2=CC=CC=C2)C3=CC=CC=C3.Cl[Pd]Cl (trans-bis(triphenylphospine)palladium(II) chloride). The solvent is C(C)#N (acetonitrile), CN(C)C=O (DMF). Reaction conditions: temperature 125 celsius. Yields the product ClC1=CC=C(C=C1)C(C(=O)N1CC2=CC=C(C=C2C1)C=1C(=NC=CC1)OC)C(CCC)C1=CC=C(C(=O)NCCC(=O)O)C=C1 (N-[4-(1-{1-(4-Chlorophenyl)-2-[5-(2-methoxypyridin-3-yl)-1,3-dihydro-2H-isoindol-2-yl]-2-oxoethyl}butyl)benzoyl]-β-alanine). RXN SMILES: Br[C:2]1[CH:3]=[C:4]2[C:8](=[CH:9][CH:10]=1)[CH2:7][N:6]([C:11](=[O:40])[CH:12]([CH:20]([C:24]1[CH:39]=[CH:38][C:27]([C:28]([NH:30][CH2:31][CH2:32][C:33]([O:35]CC)=[O:34])=[O:29])=[CH:26][CH:25]=1)[CH2:21][CH2:22][CH3:23])[C:13]1[CH:18]=[CH:17][C:16]([Cl:19])=[CH:15][CH:14]=1)[CH2:5]2.[CH3:41][O:42][C:43]1[C:48](B(O)O)=[CH:47][CH:46]=[CH:45][N:44]=1.C([O-])([O-])=O.[Na+].[Na+].[Br-]>C1C=CC(P(C2C=CC=CC=2)C2C=CC=CC=2)=CC=1.C1C=CC(P(C2C=CC=CC=2)C2C=CC=CC=2)=CC=1.Cl[Pd]Cl.CN(C=O)C.C(#N)C>[Cl:19][C:16]1[CH:15]=[CH:14][C:13]([CH:12]([CH:20]([C:24]2[CH:25]=[CH:26][C:27]([C:28]([NH:30][CH2:31][CH2:32][C:33]([OH:35])=[O:34])=[O:29])=[CH:38][CH:39]=2)[CH2:21][CH2:22][CH3:23])[C:11]([N:6]2[CH2:5][C:4]3[C:8](=[CH:9][CH:10]=[C:2]([C:48]4[C:43]([O:42][CH3:41])=[N:44][CH:45]=[CH:46][CH:47]=4)[CH:3]=3)[CH2:7]2)=[O:40])=[CH:18][CH:17]=1 |f:2.3.4,6.7.8|. Procedure: Ethyl N-(4-{1-[2-(5-bromo-1,3-dihydro-2H-isoindol-2-yl)-1-(4-chlorophenyl)-2-oxoethyl]butyl}benzoyl)-β-alaninate (30 mg, 0.048 mmol), trans-bis(triphenylphospine)palladium(II) chloride (3.4 mg, 4.8 μmol), 2-methoxypyridine-3-boronic acid (9.5 mg, 0.062 mmol), acetonitrile (2.0 mL) and Na2CO3 (2.0 M in H2O, 2.0 mL, 4.0 mmol) were added to a microwave vial. DMF (0.3 mL) was added to increase the solubility of the bromide. The vial was flushed with nitrogen, sealed, then heated to 125° C. for 10 mi...